Dataset: the Open Reaction Database (ORD), a public repository of structured organic reaction records. Task: describe an organic reaction: reactants, conditions, products, and yield The reactants are FC1=CC=CC(=N1)N1N=CC=2C=NC(=CC21)C=2C=NC=C(C2)C2COC2 (1-(6-fluoropyridin-2-yl)-6-(5-(oxetan-3-yl)pyridin-3-yl)-1H-pyrazolo[4,3-c]pyridine), N1CCNCC1 (piperazine). The product is O1CC(C1)C=1C=C(C=NC1)C1=CC2=C(C=N1)C=NN2C2=NC(=CC=C2)N2CCNCC2 (6-(5-(oxetan-3-yl)pyridin-3-yl)-1-(6-(piperazin-1-yl)pyridin-2-yl)-1H-pyrazolo[4,3-c]pyridine). The yield is 13.0%. As a reaction SMILES: F[C:2]1[N:7]=[C:6]([N:8]2[C:16]3[CH:15]=[C:14]([C:17]4[CH:18]=[N:19][CH:20]=[C:21]([CH:23]5[CH2:26][O:25][CH2:24]5)[CH:22]=4)[N:13]=[CH:12][C:11]=3[CH:10]=[N:9]2)[CH:5]=[CH:4][CH:3]=1.[NH:27]1[CH2:32][CH2:31][NH:30][CH2:29][CH2:28]1>>[O:25]1[CH2:26][CH:23]([C:21]2[CH:22]=[C:17]([C:14]3[N:13]=[CH:12][C:11]4[CH:10]=[N:9][N:8]([C:6]5[CH:5]=[CH:4][CH:3]=[C:2]([N:27]6[CH2:32][CH2:31][NH:30][CH2:29][CH2:28]6)[N:7]=5)[C:16]=4[CH:15]=3)[CH:18]=[N:19][CH:20]=2)[CH2:24]1. Reported procedure: Following the procedures as described in EXAMPLE 8 and starting with 1-(6-fluoropyridin-2-yl)-6-(5-(oxetan-3-yl)pyridin-3-yl)-1H-pyrazolo[4,3-c]pyridine and piperazine, 114 was obtained as an off-white solid (14.3 mg, 13%). 1H NMR (400 MHz, DMSO) δ 9.36-9.31 (s, 1H), 9.20-9.14 (d, J=2.1 Hz, 1H), 9.10-9.05 (s, 1H), 8.70-8.62 (m, 2H), 8.57-8.52 (t, J=2.0 Hz, 1H), 7.81-7.74 (t, J=8.1 Hz, 1H), 7.28-7.22 (d, J=7.7 Hz, 1H), 6.85-6.78 (d, J=8.4 Hz, 1H), 5.08-5.00 (dd, J=8.3, 6.1 Hz, 2H), 4.77-4.70 (t, ... Starting materials: ClC=1C=CC(=C(C1)NC(\C=C\C1=CC=C(C=C1)CCCCC)=O)C(=O)OC (trans-4-n-pentylcinnamic acid-N-(5-chloro-2-methoxycarbonyl-phenyl)-amide), [OH-].[Na+] (sodium hydroxide). The solvent is C(C)O (ethanol). The product is C(=O)(O)C1=C(C=C(C=C1)Cl)NC(\C=C\C1=CC=C(C=C1)CCCCC)=O (Trans-4-n-pentylcinnamic acid-N-(2-carboxy-5-chlorophenyl)-amide). RXN SMILES: [Cl:1][C:2]1[CH:3]=[CH:4][C:5]([C:24]([O:26]C)=[O:25])=[C:6]([NH:8][C:9](=[O:23])/[CH:10]=[CH:11]/[C:12]2[CH:17]=[CH:16][C:15]([CH2:18][CH2:19][CH2:20][CH2:21][CH3:22])=[CH:14][CH:13]=2)[CH:7]=1.[OH-].[Na+]>C(O)C>[C:24]([C:5]1[CH:4]=[CH:3][C:2]([Cl:1])=[CH:7][C:6]=1[NH:8][C:9](=[O:23])/[CH:10]=[CH:11]/[C:12]1[CH:13]=[CH:14][C:15]([CH2:18][CH2:19][CH2:20][CH2:21][CH3:22])=[CH:16][CH:17]=1)([OH:26])=[O:25] |f:1.2|. Procedure: Prepared analogously to Example 2 from trans-4-n-pentylcinnamic acid-N-(5-chloro-2-methoxycarbonyl-phenyl)-amide and sodium hydroxide solution in ethanol. Starting materials: C(CC)C1=NC2=C(N1CC1=CC=C(C=C1)C=1C(=CC=CC1)C(=O)OC(C)(C)C)C=C(C=C2C)C=2N=CN(C2)CC2=CC=CC=C2 (tert.butyl 4'-[(2-n-propyl-4-methyl-6-(1-benzyl-imidazol-4-yl)-benzimidazol-1-yl)-methyl]-biphenyl-2-carboxylate), FC(C(=O)O)(F)F (trifluoroacetic acid). Solvent: C(Cl)Cl (methylene chloride). Product: C(CC)C1=NC2=C(N1CC1=CC=C(C=C1)C=1C(=CC=CC1)C(=O)O)C=C(C=C2C)C=2N=CN(C2)CC2=CC=CC=C2 (4'-[(2-n-Propyl-4-methyl-6-(1-benzyl-imidazol-4-yl)-benzimidazol-1-yl)-methyl]-biphenyl-2-carboxylic acid). Reaction SMILES: [CH2:1]([C:4]1[N:8]([CH2:9][C:10]2[CH:15]=[CH:14][C:13]([C:16]3[C:17]([C:22]([O:24]C(C)(C)C)=[O:23])=[CH:18][CH:19]=[CH:20][CH:21]=3)=[CH:12][CH:11]=2)[C:7]2[CH:29]=[C:30]([C:34]3[N:35]=[CH:36][N:37]([CH2:39][C:40]4[CH:45]=[CH:44][CH:43]=[CH:42][CH:41]=4)[CH:38]=3)[CH:31]=[C:32]([CH3:33])[C:6]=2[N:5]=1)[CH2:2][CH3:3].FC(F)(F)C(O)=O>C(Cl)Cl>[CH2:1]([C:4]1[N:8]([CH2:9][C:10]2[CH:15]=[CH:14][C:13]([C:16]3[C:17]([C:22]([OH:24])=[O:23])=[CH:18][CH:19]=[CH:20][CH:21]=3)=[CH:12][CH:11]=2)[C:7]2[CH:29]=[C:30]([C:34]3[N:35]=[CH:36][N:37]([CH2:39][C:40]4[CH:45]=[CH:44][CH:43]=[CH:42][CH:41]=4)[CH:38]=3)[CH:31]=[C:32]([CH3:33])[C:6]=2[N:5]=1)[CH2:2][CH3:3]. Procedure: Prepared analogously to Example 88 from tert.butyl 4'-[(2-n-propyl-4-methyl-6-(1-benzyl-imidazol-4-yl)-benzimidazol-1-yl)-methyl]-biphenyl-2-carboxylate and trifluoroacetic acid in methylene chloride. Reactants: COc1ccc(CN2CCCCC(Br)C2=O)cc1, C1CCOC1, Cc1cc(Nc2nccc(C(F)(F)F)n2)cc(-c2cncs2)c1, CC(C)[N-]C(C)C, [Li+]. The product is COc1ccc(CN2CCCCC(c3ncc(-c4cc(C)cc(Nc5nccc(C(F)(F)F)n5)c4)s3)C2=O)cc1. RXN SMILES: [Br:32][CH:33]1[C:34](=[O:49])[N:35]([CH2:40][c:41]2[cH:42][cH:43][c:44]([O:47][CH3:48])[cH:45][cH:46]2)[CH2:36][CH2:37][CH2:38][CH2:39]1.[CH2:50]1[O:51][CH2:52][CH2:53][CH2:54]1.[CH3:1][c:2]1[cH:3][c:4]([NH:13][c:14]2[n:15][cH:16][cH:17][c:18]([C:20]([F:21])([F:22])[F:23])[n:19]2)[cH:5][c:6](-[c:8]2[cH:9][n:10][cH:11][s:12]2)[cH:7]1.[CH:24]([N-:25][CH:26]([CH3:27])[CH3:28])([CH3:29])[CH3:30].[Li+:31]>>[CH3:1][c:2]1[cH:3][c:4]([NH:13][c:14]2[n:15][cH:16][cH:17][c:18]([C:20]([F:21])([F:22])[F:23])[n:19]2)[cH:5][c:6](-[c:8]2[cH:9][n:10][c:11]([CH:33]3[C:34](=[O:49])[N:35]([CH2:40][c:41]4[cH:42][cH:43][c:44]([O:47][CH3:48])[cH:45][cH:46]4)[CH2:36][CH2:37][CH2:38][CH2:39]3)[s:12]2)[cH:7]1. Reactants: O=C([O-])[O-], CCOC(C)=O, COCCOC, COc1ccc(B(O)O)cc1, COc1ccc(CN2C(=O)CN=C(Cl)c3cc(Cl)ccc32)cc1, [Na+], [Na+], c1ccc(P(c2ccccc2)(c2ccccc2)[Pd](P(c2ccccc2)(c2ccccc2)c2ccccc2)(P(c2ccccc2)(c2ccccc2)c2ccccc2)P(c2ccccc2)(c2ccccc2)c2ccccc2)cc1. Yields the product COc1ccc(CN2C(=O)CN=C(c3ccc(OC)cc3)c3cc(Cl)ccc32)cc1. Reaction SMILES: [C:30](=[O:31])([O-:32])[O-:33].[CH3:124][CH2:125][O:126][C:127]([CH3:128])=[O:129].[CH3:24][O:25][CH2:26][CH2:27][O:28][CH3:29].[CH3:36][O:37][c:38]1[cH:39][cH:40][c:41]([B:44]([OH:45])[OH:46])[cH:42][cH:43]1.[Cl:1][C:2]1=[N:8][CH2:7][C:6](=[O:9])[N:5]([CH2:10][c:11]2[cH:12][cH:13][c:14]([O:17][CH3:18])[cH:15][cH:16]2)[c:4]2[c:3]1[cH:22][c:21]([Cl:23])[cH:20][cH:19]2.[Na+:34].[Na+:35].[cH:47]1[cH:48][cH:49][c:50]([P:51]([Pd:52]([P:53]([c:54]2[cH:55][cH:56][cH:57][cH:58][cH:59]2)([c:60]2[cH:61][cH:62][cH:63][cH:64][cH:65]2)[c:66]2[cH:67][cH:68][cH:69][cH:70][cH:71]2)([P:72]([c:73]2[cH:74][cH:75][cH:76][cH:77][cH:78]2)([c:79]2[cH:80][cH:81][cH:82][cH:83][cH:84]2)[c:85]2[cH:86][cH:87][cH:88][cH:89][cH:90]2)[P:91]([c:92]2[cH:93][cH:94][cH:95][cH:96][cH:97]2)([c:98]2[cH:99][cH:100][cH:101][cH:102][cH:103]2)[c:104]2[cH:105][cH:106][cH:107][cH:108][cH:109]2)([c:110]2[cH:111][cH:112][cH:113][cH:114][cH:115]2)[c:116]2[cH:117][cH:118][cH:119][cH:120][cH:121]2)[cH:122][cH:123]1>>[C:2]1([c:41]2[cH:40][cH:39][c:38]([O:37][CH3:36])[cH:43][cH:42]2)=[N:8][CH2:7][C:6](=[O:9])[N:5]([CH2:10][c:11]2[cH:12][cH:13][c:14]([O:17][CH3:18])[cH:15][cH:16]2)[c:4]2[c:3]1[cH:22][c:21]([Cl:23])[cH:20][cH:19]2. The reactants are C(C)OC(=O)N[C@@H](C(C)C)C(=O)O (N-ethoxycarbonyl-(L)-valine), C(CCl)Cl (EDC), C=1C=CC2=C(C1)N=NN2O (HOBT), TEA, S1C=NC=C1C1=CC=C(C=C1)CN(C[C@@H]([C@H](CC1=CC=CC=C1)NC([C@@H](NC(=O)OC)[C@@H](C)CC)=O)O)N (1-[4-(thiazol-5-yl)-phenyl]-4(S)-hydroxy-2-amino-5(S)-N-(N-methoxycarbonyl-(L)-iso-leucyl)amino-6-phenyl-2-azahexane). Solvent: CN(C)C=O (DMF), CN(C)C=O (DMF). The product is S1C=NC=C1C1=CC=C(C=C1)C(N(C[C@@H]([C@H](CC1=CC=CC=C1)NC([C@@H](NC(=O)OC)[C@@H](C)CC)=O)O)C([C@@H](NC(=O)OCC)C(C)C)=O)N (1-[4-(Thiazol-5-yl)-phenyl]-4(S)-hydroxy-2-N-(N-ethoxycarbonyl-(L)-valyl)-amino-5(S)-N-(N-methoxycarbonyl-(L)-iso-leucyl)amino-6-phenyl-2-azahexane). Reaction SMILES: [CH2:1]([O:3][C:4]([NH:6][C@H:7]([C:11]([OH:13])=O)[CH:8]([CH3:10])[CH3:9])=[O:5])[CH3:2].C(Cl)CCl.C1C=CC2N(O)N=[N:24]C=2C=1.[S:28]1[C:32]([C:33]2[CH:38]=[CH:37][C:36]([CH2:39][N:40](N)[CH2:41][C@H:42]([OH:64])[C@@H:43]([NH:51][C:52](=[O:63])[C@H:53]([C@H:59]([CH2:61][CH3:62])[CH3:60])[NH:54][C:55]([O:57][CH3:58])=[O:56])[CH2:44][C:45]3[CH:50]=[CH:49][CH:48]=[CH:47][CH:46]=3)=[CH:35][CH:34]=2)=[CH:31][N:30]=[CH:29]1>CN(C=O)C>[S:28]1[C:32]([C:33]2[CH:38]=[CH:37][C:36]([CH:39]([NH2:24])[N:40]([C:11](=[O:13])[C@H:7]([CH:8]([CH3:9])[CH3:10])[NH:6][C:4]([O:3][CH2:1][CH3:2])=[O:5])[CH2:41][C@H:42]([OH:64])[C@@H:43]([NH:51][C:52](=[O:63])[C@H:53]([C@H:59]([CH2:61][CH3:62])[CH3:60])[NH:54][C:55]([O:57][CH3:58])=[O:56])[CH2:44][C:45]3[CH:50]=[CH:49][CH:48]=[CH:47][CH:46]=3)=[CH:35][CH:34]=2)=[CH:31][N:30]=[CH:29]1. Procedure: Analogously to Example 7, 175 mg (0.92 mmol) of N-ethoxycarbonyl-(L)-valine, 332 mg (1.7 mmol) of EDC and 156 mg (1.15 mmol) of HOBT in 2.5 ml of DMF and 483 μl (3.47 mmol) of TEA are reacted with 0.578 mmol of 1-[4-(thiazol-5-yl)-phenyl]-4(S)-hydroxy-2-amino-5(S)-N-(N-methoxycarbonyl-(L)-iso-leucyl)amino-6-phenyl-2-azahexane (Example 11b) in 5.2 ml of DMF to form the title compound: m.p: 200-203° C.; HPLC20-100: tRet=14.6; FAB MS (M+H)+=711. Reactants: C([O-])([O-])=O.[K+].[K+] (potassium carbonate), C[C@@H]1CC[C@@]2(CC[C@@]3(C(=CC[C@H]4[C@]3(CC[C@@H]5[C@@]4(C[C@H]([C@@H]([C@@]5(C)CO)O)O)C)C)[C@@H]2[C@H]1C)C)C(=O)OC (Methyl asiatate), O (Water), C1(=CC=C(C=C1)S(=O)(=O)O)C (p-toluenesulfonic acid). Run in CC(=O)C (acetone). The product is C[C@@H]1CC[C@@]2(CC[C@@]3(C(=CC[C@H]4[C@]3(CC[C@@H]5[C@@]4(C[C@H]([C@H]6[C@]5(COC(O6)(C)C)C)O)C)C)[C@@H]2[C@H]1C)C)C(=O)OC (methyl 3,23-O-isopropylidene asiatate). The yield is 60.3%. As a reaction SMILES: [CH3:1][C@H:2]1[C@H:30]([CH3:31])[C@@H:29]2[C@@:5]([C:33]([O:35][CH3:36])=[O:34])([CH2:6][CH2:7][C@@:8]3([CH3:32])[C@:13]4([CH3:28])[CH2:14][CH2:15][C@H:16]5[C@@:21]([CH2:23][OH:24])([CH3:22])[C@@H:20]([OH:25])[C@H:19]([OH:26])[CH2:18][C@:17]5([CH3:27])[C@H:12]4[CH2:11][CH:10]=[C:9]32)[CH2:4][CH2:3]1.[C:37]1(C)[CH:42]=CC(S(O)(=O)=O)=C[CH:38]=1.O.C(=O)([O-])[O-].[K+].[K+]>CC(C)=O>[CH3:1][C@H:2]1[C@H:30]([CH3:31])[C@@H:29]2[C@@:5]([C:33]([O:35][CH3:36])=[O:34])([CH2:6][CH2:7][C@@:8]3([CH3:32])[C@:13]4([CH3:28])[CH2:14][CH2:15][C@H:16]5[C@:21]6([CH3:22])[CH2:23][O:24][C:37]([CH3:42])([CH3:38])[O:25][C@H:20]6[C@H:19]([OH:26])[CH2:18][C@:17]5([CH3:27])[C@H:12]4[CH2:11][CH:10]=[C:9]32)[CH2:4][CH2:3]1 |f:3.4.5|. Procedure details: Methyl asiatate 2 (27.7 mg, 0.055 mmole) was dissolved in anhydrous acetone (3 ml), added with p-toluenesulfonic acid (27.7 mg) and then refluxed. Water was added to the reaction mixture, and the solution was neutralized with 5% potassium carbonate and then extracted with ethyl acetate. The organic layer was washed with water and brine, dried over anhydrous magnesium sulfate and then concentrated under reduced pressure. The was chromatographed with benzene and ethyl acetate (3:2) to give pure de... Starting materials: CCOC(=O)CN(CCN(CCN(CC(=O)O)CC(=O)O)CC(=O)O)CC(=O)O, CC(=O)OC(C)=O, c1ccncc1. Yields the product CCOC(=O)CN(CCN(CCN1CC(=O)OC(=O)C1)CC(=O)O)CC(=O)O. RXN SMILES: [C:1](=[O:2])([OH:3])[CH2:4][N:5]([CH2:6][C:7](=[O:8])[OH:9])[CH2:10][CH2:11][N:12]([CH2:13][CH2:14][N:15]([CH2:16][C:17](=[O:18])[OH:19])[CH2:20][C:21](=[O:22])[O:23][CH2:24][CH3:25])[CH2:26][C:27](=[O:28])[OH:29].[CH3:36][C:37]([O:38][C:39](=[O:40])[CH3:41])=[O:42].[cH:30]1[cH:31][cH:32][n:33][cH:34][cH:35]1>>[C:1]1(=[O:2])[O:3][C:7](=[O:9])[CH2:6][N:5]([CH2:10][CH2:11][N:12]([CH2:13][CH2:14][N:15]([CH2:16][C:17](=[O:18])[OH:19])[CH2:20][C:21](=[O:22])[O:23][CH2:24][CH3:25])[CH2:26][C:27](=[O:28])[OH:29])[CH2:4]1. The reactants are C1(=CC=CC=C1)P(C1=CC=CC=C1)C1=CC=CC=C1 (triphenylphosphine), C(C)(C)(C)OC(CCC1=C(C=C(C=C1)O[Si](C1=CC=CC=C1)(C1=CC=CC=C1)C(C)(C)C)CO)=O (3-[4-(tert-butyldiphenylsilanyloxy)-2-hydroxymethylphenyl]propionic acid tert-butyl ester), C(Br)(Br)(Br)Br (CBr4). The solvent is C1CCOC1 (THF). Conditions: time 1 hour. Product: C(C)(C)(C)OC(CCC1=C(C=C(C=C1)O[Si](C1=CC=CC=C1)(C1=CC=CC=C1)C(C)(C)C)CBr)=O (3-[2-Bromomethyl-4-(tert-butyldiphenylsilanyloxy)phenyl]propionic acid tert-butyl ester). The yield is 86.2%. RXN SMILES: [C:1]([O:5][C:6](=[O:35])[CH2:7][CH2:8][C:9]1[CH:14]=[CH:13][C:12]([O:15][Si:16]([C:29]([CH3:32])([CH3:31])[CH3:30])([C:23]2[CH:28]=[CH:27][CH:26]=[CH:25][CH:24]=2)[C:17]2[CH:22]=[CH:21][CH:20]=[CH:19][CH:18]=2)=[CH:11][C:10]=1[CH2:33]O)([CH3:4])([CH3:3])[CH3:2].C1(P(C2C=CC=CC=2)C2C=CC=CC=2)C=CC=CC=1.C(Br)(Br)(Br)[Br:56]>C1COCC1>[C:1]([O:5][C:6](=[O:35])[CH2:7][CH2:8][C:9]1[CH:14]=[CH:13][C:12]([O:15][Si:16]([C:29]([CH3:32])([CH3:31])[CH3:30])([C:23]2[CH:28]=[CH:27][CH:26]=[CH:25][CH:24]=2)[C:17]2[CH:22]=[CH:21][CH:20]=[CH:19][CH:18]=2)=[CH:11][C:10]=1[CH2:33][Br:56])([CH3:4])([CH3:3])[CH3:2]. Procedure details: A 200 mL round bottomed flask was charged with 3-[4-(tert-butyldiphenylsilanyloxy)-2-hydroxymethylphenyl]propionic acid tert-butyl ester (3.03 g, 6.18 mmol), anhydrous THF (75 mL), and then triphenylphosphine (3.24 g, 12.4 mmol) and CBr4 (4.10 g, 12.4 mmol). The yellow mixture was stirred at ambient temperature under a nitrogen atmosphere for 1 h and was concentrated. The residue was diluted with EtOAc (500 mL). The organic layer was washed with brine (2×), dried (Na2SO4), and concentrated to a ...